This data is from the Open Reaction Database (ORD), a public repository of structured organic reaction records. The task is: describe an organic reaction: reactants, conditions, products, and yield RXN SMILES: [BH4-:40].[CH2:42]1[O:43][CH2:44][CH2:45][CH2:46]1.[CH3:47][OH:48].[Na+:41].[s:1]1[c:2]([NH:10][C:11](=[O:12])[c:13]2[cH:14][cH:15][cH:16][c:17]3[c:22]2[CH2:21][N:20]([c:23]2[cH:24][cH:25][c:26]([CH2:36][CH2:37][CH:38]=[O:39])[c:27]([C:29](=[O:30])[O:31][C:32]([CH3:33])([CH3:34])[CH3:35])[n:28]2)[CH2:19][CH2:18]3)[n:3][c:4]2[c:5]1[cH:6][cH:7][cH:8][cH:9]2>>[s:1]1[c:2]([NH:10][C:11](=[O:12])[c:13]2[cH:14][cH:15][cH:16][c:17]3[c:22]2[CH2:21][N:20]([c:23]2[cH:24][cH:25][c:26]([CH2:36][CH2:37][CH2:38][OH:39])[c:27]([C:29](=[O:30])[O:31][C:32]([CH3:33])([CH3:34])[CH3:35])[n:28]2)[CH2:19][CH2:18]3)[n:3][c:4]2[c:5]1[cH:6][cH:7][cH:8][cH:9]2. The reactants are [BH4-], C1CCOC1, CO, [Na+], CC(C)(C)OC(=O)c1nc(N2CCc3cccc(C(=O)Nc4nc5ccccc5s4)c3C2)ccc1CCC=O. Yields the product CC(C)(C)OC(=O)c1nc(N2CCc3cccc(C(=O)Nc4nc5ccccc5s4)c3C2)ccc1CCCO. The reactants are CS(=O)(=O)OCC1CN(Cc2ccccc2)CCN1Cc1ccccc1, CO, Nc1ccccc1. Yields the product c1ccc(CN2CCN(Cc3ccccc3)C(CNc3ccccc3)C2)cc1. Reaction SMILES: [CH3:1][S:2]([O:3][CH2:6][CH:7]1[N:8]([CH2:20][c:21]2[cH:22][cH:23][cH:24][cH:25][cH:26]2)[CH2:9][CH2:10][N:11]([CH2:13][c:14]2[cH:15][cH:16][cH:17][cH:18][cH:19]2)[CH2:12]1)(=[O:4])=[O:5].[CH3:34][OH:35].[NH2:27][c:28]1[cH:29][cH:30][cH:31][cH:32][cH:33]1>>[CH2:6]([CH:7]1[N:8]([CH2:20][c:21]2[cH:22][cH:23][cH:24][cH:25][cH:26]2)[CH2:9][CH2:10][N:11]([CH2:13][c:14]2[cH:15][cH:16][cH:17][cH:18][cH:19]2)[CH2:12]1)[NH:27][c:28]1[cH:29][cH:30][cH:31][cH:32][cH:33]1. The reactants are N1(CCCC1)C1=CC=C2C=CNC2=C1 (6-pyrrolidin-1-yl-1H-indole), ClCOC (chloromethyl methylether). Product: COCN1C=CC2=CC=C(C=C12)N1CCCC1 (1-Methoxymethyl-6-pyrrolidin-1-yl-1H-indole). Reaction SMILES: [N:1]1([C:6]2[CH:14]=[C:13]3[C:9]([CH:10]=[CH:11][NH:12]3)=[CH:8][CH:7]=2)[CH2:5][CH2:4][CH2:3][CH2:2]1.Cl[CH2:16][O:17][CH3:18]>>[CH3:16][O:17][CH2:18][N:12]1[C:13]2[C:9](=[CH:8][CH:7]=[C:6]([N:1]3[CH2:5][CH2:4][CH2:3][CH2:2]3)[CH:14]=2)[CH:10]=[CH:11]1. Procedure: 1-Methoxymethyl-6-pyrrolidin-1-yl-1H-indole was prepared from 6-pyrrolidin-1-yl-1H-indole ( example 12 e) in the same manner as example 1(a) using chloromethyl methylether as the alkylating agent. The reactants are C1(=CC=CC=C1)CSC1=C(C=O)C=CC=C1 (2-[(Phenylmethyl)thio]benzaldehyde), NC1=C(C=CC=C1)C(CS(=O)C)=O (1-(2-aminophenyl)-2-(methylsulfinyl)ethanone), N1CCCCC1 (piperidine). The yield is 55.3%. RXN SMILES: [C:1]1([CH2:7][S:8][C:9]2[CH:16]=[CH:15][CH:14]=[CH:13][C:10]=2[CH:11]=O)[CH:6]=[CH:5][CH:4]=[CH:3][CH:2]=1.[NH2:17][C:18]1[CH:23]=[CH:22][CH:21]=[CH:20][C:19]=1[C:24](=[O:29])[CH2:25]S(C)=O.N1CCCCC1>C1(C)C=CC=CC=1>[C:1]1([CH2:7][S:8][C:9]2[CH:16]=[CH:15][CH:14]=[CH:13][C:10]=2[C:11]2[NH:17][C:18]3[C:19]([C:24](=[O:29])[CH:25]=2)=[CH:20][CH:21]=[CH:22][CH:23]=3)[CH:6]=[CH:5][CH:4]=[CH:3][CH:2]=1. Reaction conditions: time 3 hour. Run in C1(=CC=CC=C1)C (toluene). Procedure: 2-[(Phenylmethyl)thio]benzaldehyde (2.28 g, 10 mmole, 1 equiv.), 1-(2-aminophenyl)-2-(methylsulfinyl)ethanone (1.97 g, 10 mmole, 1 equiv.), and piperidine (0.5 ml, 5 mole, 0.5 equiv.) were combined in toluene (50 ml), and the mixture was heated to reflux under a Dean-Stark trap. After 3 hr, the reaction was concentrated and the residue was chromatographed on silica gel (50% EtOAc/CHCl3) to afford 2-[2-[(phenylmethyl)thio]phenyl]-4(1H)-quinolinone (1.90 g, 55%) as a brownish-yellow foam. Recrysta... The product is C1(=CC=CC=C1)CSC1=C(C=CC=C1)C=1NC2=CC=CC=C2C(C1)=O (2-[2-[(phenylmethyl)thio]phenyl]-4(1H)-quinolinone). Reactants: CC(C=O)=C (2-methylacrolein), ClC(C(=O)OCC)C(=O)C (ethyl 2-chloroacetoacetate), C(C)(=O)[O-].[Na+] (sodium acetate). Run in C(C)(=O)O (acetic acid). Product: OC1=C(C(=O)OCC)C=C(C=C1)C (Ethyl 2-Hydroxy-5-methylbenzoate). The yield is 70.6%. As a reaction SMILES: [CH3:1][C:2](=[CH2:5])[CH:3]=O.Cl[CH:7]([C:13]([CH3:15])=[O:14])[C:8]([O:10][CH2:11][CH3:12])=[O:9].C([O-])(=O)C.[Na+]>C(O)(=O)C>[OH:14][C:13]1[CH:15]=[CH:3][C:2]([CH3:5])=[CH:1][C:7]=1[C:8]([O:10][CH2:11][CH3:12])=[O:9] |f:2.3|. Procedure details: A stirred mixture of 2-methylacrolein (22.8 g, 92%, 0.30 mol), ethyl 2-chloroacetoacetate (41.1 g, 95%, 0.25 mol) and anhydrous sodium acetate (24.6 g, 0.30 mol) in acetic acid is heated at reflux temperature under N2 for 16 hr., cooled to room temperature and concentrated in vacuo to give a residue. The residue is partitioned between ethyl acetate and water. The organic phase is concentrated in vacuo to give the title product as an oil, 44.2 g, 71.9% purity (70.6% yield), characterized by NMR a...